Dataset: the Open Reaction Database (ORD), a public repository of structured organic reaction records. Task: describe an organic reaction: reactants, conditions, products, and yield Starting materials: CC(C)(CO)c1cc(OS(C)(=O)=O)ccc1O, CN(C)C=O, O, O=S(Cl)Cl. Yields the product CC1(C)COc2ccc(OS(C)(=O)=O)cc21. Reaction SMILES: [CH3:5][S:6](=[O:7])(=[O:8])[O:9][c:10]1[cH:11][c:12]([C:17]([CH2:18][OH:19])([CH3:20])[CH3:21])[c:13]([OH:16])[cH:14][cH:15]1.[O:23]=[CH:24][N:25]([CH3:26])[CH3:27].[OH2:22].[S:1]([Cl:2])([Cl:3])=[O:4]>>[CH3:5][S:6](=[O:7])(=[O:8])[O:9][c:10]1[cH:11][c:12]2[c:13]([cH:14][cH:15]1)[O:19][CH2:18][C:17]2([CH3:20])[CH3:21]. Reactants: BrC=1C(=NC(=NC1)Cl)C(F)(F)F (5-bromo-2-chloro-4-(trifluoromethyl)pyrimidine), N1CCNC(CC1)=O (1,4-diazepan-5-one). Yields the product BrC=1C(=NC(=NC1)N1CCNC(CC1)=O)C(F)(F)F (1-[5-Bromo-4-(trifluoromethyl)pyrimidin-2-yl]-1,4-diazepan-5-one). Isolated yield 82.3%. Reaction SMILES: [Br:1][C:2]1[C:3]([C:9]([F:12])([F:11])[F:10])=[N:4][C:5](Cl)=[N:6][CH:7]=1.[NH:13]1[CH2:19][CH2:18][C:17](=[O:20])[NH:16][CH2:15][CH2:14]1>>[Br:1][C:2]1[C:3]([C:9]([F:12])([F:11])[F:10])=[N:4][C:5]([N:13]2[CH2:19][CH2:18][C:17](=[O:20])[NH:16][CH2:15][CH2:14]2)=[N:6][CH:7]=1. Procedure details: Synthesised from 5-bromo-2-chloro-4-(trifluoromethyl)pyrimidine (1.14 g, 4.35 mmol) and 1,4-diazepan-5-one (490 mg, 4.30 mmol) in accordance with General Method B, giving the title compound (1.20 g, 81%) as a white solid. δH (300 MHz, DMSO-d6) 8.79 (s, 1H), 7.71 (t, J 4.8 Hz, 1H), 3.90 (m, 4H), 3.21 (m, 2H), 2.54 (m, 2H). LC-MS (pH 3) MH+ m/z 339.0, RT 1.93 minutes. LC-MS (pH 10) MH+ m/z 339.0, RT 1.91 minutes. Starting materials: diamine, ( 10 ), P(O)(=O)(OP(=O)(O)O)OC[C@@H]1[C@H]([C@H]([C@@H](O1)N1C=NC=2C(N)=NC=NC12)O)O (ADP), C(C)(=O)[O-].[Mg+2].C(C)(=O)[O-] (magnesium acetate). Product: P(O)(=O)(OP(=O)(O)O)OC[C@@H]1[C@H]([C@H]([C@@H](O1)N1C=NC=2C(N)=NC=NC12)O)O (ADP), [Mg] (magnesium). Reaction SMILES: [P:1]([O:9][CH2:10][C@H:11]1[O:15][C@@H:14]([N:16]2[C:25]3[N:24]=[CH:23][N:22]=[C:20]([NH2:21])[C:19]=3[N:18]=[CH:17]2)[C@H:13]([OH:26])[C@@H:12]1[OH:27])([O:4][P:5]([OH:8])([OH:7])=[O:6])(=[O:3])[OH:2].C([O-])(=O)C.[Mg+2:32].C([O-])(=O)C>>[P:1]([O:9][CH2:10][C@H:11]1[O:15][C@@H:14]([N:16]2[C:25]3[N:24]=[CH:23][N:22]=[C:20]([NH2:21])[C:19]=3[N:18]=[CH:17]2)[C@H:13]([OH:26])[C@@H:12]1[OH:27])([O:4][P:5]([OH:7])([OH:8])=[O:6])(=[O:2])[OH:3].[Mg:32] |f:1.2.3|. Procedure: ADP substrate (>99.999% pure with respect to ATP), magnesium acetate and extractant reagent (0.15% cationic detergent and 0.25% tertiary diamine per final volume) is supplied from source (10) in sufficient quantity to provide 0.1 mM ADP and 10 mM magnesium ions in the reaction vessel, the magnet deenergised and stirrer operated and extraction/ADP conversion allowed to proceed for a set period between of 1 or 5 minutes before the stirrer is stopped, the magnet energised and the liquid removed to ...